This data is from the Open Reaction Database (ORD), a public repository of structured organic reaction records. The task is: describe an organic reaction: reactants, conditions, products, and yield Starting materials: C, Cc1ccccc1OCC(O)CNC(C)(C)CN(Cc1ccccc1)Cc1ccccc1, CCO, Cl, [Pd]. Product: Cc1ccccc1OCC(O)CNC(C)(C)CN. Reaction SMILES: [C:37].[CH3:2][c:3]1[c:4]([O:5][CH2:6][CH:7]([CH2:8][NH:9][C:10]([CH2:11][N:12]([CH2:13][c:14]2[cH:15][cH:16][cH:17][cH:18][cH:19]2)[CH2:20][c:21]2[cH:22][cH:23][cH:24][cH:25][cH:26]2)([CH3:27])[CH3:28])[OH:29])[cH:30][cH:31][cH:32][cH:33]1.[CH3:34][CH2:35][OH:36].[ClH:1].[Pd:38]>>[CH3:2][c:3]1[c:4]([O:5][CH2:6][CH:7]([CH2:8][NH:9][C:10]([CH2:11][NH2:12])([CH3:27])[CH3:28])[OH:29])[cH:30][cH:31][cH:32][cH:33]1. Reactants: BrCCCCOC1=C(CCCC1=CC1=CC=CC=C1)C1=CC=CC=C1 (1-Bromo-4-[[2-phenyl-6-(phenylmethylene)-1-cyclohexen-1-yl]oxy]butane), C(C)N (ethyl amine). The solvent is C1(=CC=CC=C1)C (toluene). Reaction conditions: time 1 day. The product is C(C)NCCCCOC1=C(CCCC1=CC1=CC=CC=C1)C1=CC=CC=C1 (N-Ethyl-4-[[2-phenyl-6-(phenylmethylene)-1-cyclohexen-1-yl]oxy]butanamine). Reaction SMILES: Br[CH2:2][CH2:3][CH2:4][CH2:5][O:6][C:7]1[C:12](=[CH:13][C:14]2[CH:19]=[CH:18][CH:17]=[CH:16][CH:15]=2)[CH2:11][CH2:10][CH2:9][C:8]=1[C:20]1[CH:25]=[CH:24][CH:23]=[CH:22][CH:21]=1.[CH2:26]([NH2:28])[CH3:27]>C1(C)C=CC=CC=1>[CH2:26]([NH:28][CH2:2][CH2:3][CH2:4][CH2:5][O:6][C:7]1[C:12](=[CH:13][C:14]2[CH:19]=[CH:18][CH:17]=[CH:16][CH:15]=2)[CH2:11][CH2:10][CH2:9][C:8]=1[C:20]1[CH:25]=[CH:24][CH:23]=[CH:22][CH:21]=1)[CH3:27]. Reported procedure: 1-Bromo-4-[[2-phenyl-6-(phenylmethylene)-1-cyclohexen-1-yl]oxy]butane is dissolved in toluene, treated with two equivalents of ethyl amine and allowed to stand at room temperature for 1 day, and washed with potassium carbonate solution. Evaporation of the toluene yields the title compound. Reactants: C(#C)C1=NC=CC=C1 (2-ethynylpyridine), C[C@H]1CC(CCC1)=O ((3R)-(+)-3-methylcyclohexanone). Yields the product C[C@@H]1CCC=C(C1)C#CC1=NC=CC=C1 (2-{[(5R)-5-methyl-1-cyclohexen-1-yl]ethynyl}pyridine), C[C@H]1C=C(CCC1)C#CC1=NC=CC=C1 (2-{[(3R)-3-methyl-1-cyclohexen-1-yl]ethynyl}pyridine). Reaction SMILES: [C:1]([C:3]1[CH:8]=[CH:7][CH:6]=[CH:5][N:4]=1)#[CH:2].[CH3:9][C@@H:10]1[CH2:15][CH2:14][CH2:13][C:12](=O)[CH2:11]1>>[CH3:9][C@H:10]1[CH2:11][C:12]([C:2]#[C:1][C:3]2[CH:8]=[CH:7][CH:6]=[CH:5][N:4]=2)=[CH:13][CH2:14][CH2:15]1.[CH3:9][C@@H:10]1[CH2:15][CH2:14][CH2:13][C:12]([C:2]#[C:1][C:3]2[CH:8]=[CH:7][CH:6]=[CH:5][N:4]=2)=[CH:11]1. Reported procedure: Reactants: 2-ethynylpyridine (6.0 mmol, 618 mg), (3R)-(+)-3-methylcyclohexanone (6.0 mmol, 0.73 mL); yields 2-{[(5R)-5-methyl-1-cyclohexen-1-yl]ethynyl}pyridine and 2-{[(3R)-3-methyl-1-cyclohexen-1-yl]ethynyl}pyridine (1:1) as a transparent yellow oil (440 mg, 37% overall yield) as a mixture of regioisomers. 1H NMR (CDCl3, 300 MHz) Δ8.56 (m, 1H), 7.62 (m, 1H), 7.40 (m, 1H), 7.18 (m, 1H), 6.31 (m, 0.5H), 6.19 (m, 0.5H), 2.30 (m, 3H), 1.85 (m, 2.5H), 1.22 (m, 1H), 0.98 (m, 3.5H). MS (EI ionization... Reactants: CCOc1nc(=O)c2cc(C(F)(F)F)cc([N+](=O)[O-])c2s1, CC(=O)O, NCc1ccccc1. The product is O=c1nc(NCc2ccccc2)sc2c([N+](=O)[O-])cc(C(F)(F)F)cc12. Reaction SMILES: [CH2:1]([O:2][c:4]1[s:5][c:6]2[c:7]([c:8](=[O:10])[n:9]1)[cH:11][c:12]([C:18]([F:19])([F:20])[F:21])[cH:13][c:14]2[N+:15](=[O:16])[O-:17])[CH3:3].[CH3:30][C:31](=[O:32])[OH:33].[NH2:22][CH2:23][c:24]1[cH:25][cH:26][cH:27][cH:28][cH:29]1>>[c:4]1([NH:22][CH2:23][c:24]2[cH:25][cH:26][cH:27][cH:28][cH:29]2)[s:5][c:6]2[c:7]([c:8](=[O:10])[n:9]1)[cH:11][c:12]([C:18]([F:19])([F:20])[F:21])[cH:13][c:14]2[N+:15](=[O:16])[O-:17].